This data is from the Open Reaction Database (ORD), a public repository of structured organic reaction records. The task is: describe an organic reaction: reactants, conditions, products, and yield Reactants: O=Cc1ccc(C(=O)O)cc1, Cc1ccccc1, NS(=O)(=O)c1ccc(Cl)cc1, O, Cc1ccc(S(=O)(=O)O)cc1. The product is O=C(O)c1ccc(C=NS(=O)(=O)c2ccc(Cl)cc2)cc1. Reaction SMILES: [C:1](=[O:2])([OH:3])[c:4]1[cH:5][cH:6][c:7]([CH:8]=[O:9])[cH:10][cH:11]1.[CH3:35][c:36]1[cH:37][cH:38][cH:39][cH:40][cH:41]1.[Cl:12][c:13]1[cH:14][cH:15][c:16]([S:19](=[O:20])(=[O:21])[NH2:22])[cH:17][cH:18]1.[OH2:34].[c:23]1([CH3:24])[cH:25][cH:26][c:27]([S:28]([OH:29])(=[O:30])=[O:31])[cH:32][cH:33]1>>[C:1](=[O:2])([OH:3])[c:4]1[cH:5][cH:6][c:7]([CH:8]=[N:22][S:19]([c:16]2[cH:15][cH:14][c:13]([Cl:12])[cH:18][cH:17]2)(=[O:20])=[O:21])[cH:10][cH:11]1. The reactants are CC1=C(C=C(C(=O)N2CC(C2)C2=CC=C(C#N)C=C2)C=C1)C1=C(N=C(N1)C1CCNCC1)C (4-(1-(4-methyl-3-(4-methyl-2-(piperidin-4-yl)-1H-imidazol-5-yl)benzoyl)azetidin-3-yl)benzonitrile), C(C)(C)N(CC)C(C)C (diisopropyl ethylamine), C(#N)C1=CC=C(C=C1)C1CN(C1)C(=O)C=1C=CC(=C(C1)C=1N=C(NC1C)C1CCN(CC1)C(=O)OC(C)(C)C)C (tert-butyl 4-(4-(5-(3-(4-cyanophenyl)azetidine-1-carbonyl)-2-methylphenyl)-5-methyl-1H-imidazol-2-yl)piperidine-1-carboxylate), C(#N)C1=CC=C(C=C1)C1CN(C1)C(=O)C=1C=CC(=C(C1)C=1N=C(NC1C)C1CCN(CC1)C(=O)OC(C)(C)C)C (tert-butyl 4-(4-(5-(3-(4-cyanophenyl)azetidine-1-carbonyl)-2-methylphenyl)-5-methyl-1H-imidazol-2-yl)piperidine-1-carboxylate), FC(C(=O)O)(F)F (trifluoroacetic acid), ClC(=O)OC (Methyl chloroformate). Solvent: CN(C)C=O (DMF), C(Cl)Cl (CH2Cl2). Run at time 1.5 hour. The product is C(#N)C1=CC=C(C=C1)C1CN(C1)C(=O)C=1C=CC(=C(C1)C1=C(N=C(N1)C1CCN(CC1)C(=O)OC)C)C (Methyl 4-(5-(5-(3-(4-cyanophenyl)azetidine-1-carbonyl)-2-methylphenyl)-4-methyl-1H-imidazol-2-yl)piperidine-1-carboxylate). Reaction SMILES: [C:1]([C:3]1[CH:8]=[CH:7][C:6]([CH:9]2[CH2:12][N:11]([C:13]([C:15]3[CH:16]=[CH:17][C:18]([CH3:40])=[C:19]([C:21]4[N:22]=[C:23]([CH:27]5[CH2:32][CH2:31][N:30]([C:33]([O:35][C:36](C)(C)C)=[O:34])[CH2:29][CH2:28]5)[NH:24][C:25]=4[CH3:26])[CH:20]=3)=[O:14])[CH2:10]2)=[CH:5][CH:4]=1)#[N:2].FC(F)(F)C(O)=O.CC1C=CC(C(N2CC(C3C=CC(C#N)=CC=3)C2)=O)=CC=1C1NC(C2CCNCC2)=NC=1C.C(N(C(C)C)CC)(C)C.ClC(OC)=O>C(Cl)Cl.CN(C=O)C>[C:1]([C:3]1[CH:8]=[CH:7][C:6]([CH:9]2[CH2:10][N:11]([C:13]([C:15]3[CH:16]=[CH:17][C:18]([CH3:40])=[C:19]([C:21]4[NH:22][C:23]([CH:27]5[CH2:32][CH2:31][N:30]([C:33]([O:35][CH3:36])=[O:34])[CH2:29][CH2:28]5)=[N:24][C:25]=4[CH3:26])[CH:20]=3)=[O:14])[CH2:12]2)=[CH:5][CH:4]=1)#[N:2]. Reported procedure: To a solution of tert-butyl 4-(4-(5-(3-(4-cyanophenyl)azetidine-1-carbonyl)-2-methylphenyl)-5-methyl-1H-imidazol-2-yl)piperidine-1-carboxylate (compound 182.3, 227 mg, 0.42 mmol) in CH2Cl2 (10 mL), was added trifluoroacetic acid (2 ml). The reaction was stirred for 1.5 hours and concentrated under reduced pressure. The reaction mixture was neutralized with 2 mL Na2CO3 (1M) to afford the crude intermediate after lyophilization. A mixture of 4-(1-(4-methyl-3-(4-methyl-2-(piperidin-4-yl)-1H-imidazo... Reactants: CCN(CC)Cc1cc(N)ccc1O, COCCOCCOC, Clc1snc2ccccc12, Cl, Cl, O. Product: CCN(CC)Cc1cc(Nc2snc3ccccc23)ccc1O. Reaction SMILES: [CH2:13]([CH3:14])[N:15]([CH2:16][CH3:17])[CH2:18][c:19]1[cH:20][c:21]([NH2:22])[cH:23][cH:24][c:25]1[OH:26].[CH3:27][O:28][CH2:29][CH2:30][O:31][CH2:32][CH2:33][O:34][CH3:35].[Cl:1][c:2]1[s:3][n:4][c:5]2[c:6]1[cH:7][cH:8][cH:9][cH:10]2.[ClH:11].[ClH:12].[OH2:36]>>[c:2]1([NH:22][c:21]2[cH:20][c:19]([CH2:18][N:15]([CH2:13][CH3:14])[CH2:16][CH3:17])[c:25]([OH:26])[cH:24][cH:23]2)[s:3][n:4][c:5]2[c:6]1[cH:7][cH:8][cH:9][cH:10]2. Reactants: N1=CC(=CC=C1)CCCO (3-(3-pyridyl)propanol), [H-].[Na+] (NaH), C(C)(=O)OC1=C(C=C(C=C1C(C)(C)C)CCCOS(=O)(=O)C1=CC=C(C)C=C1)C(C)(C)C (3-(4-acetoxy-3,5-di-tert-butylphenyl)-1-(tosyloxy)propane), sodium alcoholate. Solvent: C1CCOC1 (THF), CN(C)P(=O)(N(C)C)N(C)C (HMPA), C1CCOC1 (THF), C1CCOC1 (THF). Reaction conditions: time 2 hour. Product: C(C)(C)(C)C1=C(C(=CC(=C1)CCCOCCCC=1C=NC=CC1)C(C)(C)C)O (2,6-ditert-butyl-4-[7-(3-pyridyl)-4-oxaheptyl]phenol). Yield: 62.0%. RXN SMILES: [N:1]1[CH:6]=[CH:5][CH:4]=[C:3]([CH2:7][CH2:8][CH2:9][OH:10])[CH:2]=1.[H-].[Na+].C([O:16][C:17]1[C:22]([C:23]([CH3:26])([CH3:25])[CH3:24])=[CH:21][C:20]([CH2:27][CH2:28][CH2:29]OS(C2C=CC(C)=CC=2)(=O)=O)=[CH:19][C:18]=1[C:41]([CH3:44])([CH3:43])[CH3:42])(=O)C>C1COCC1.CN(P(N(C)C)(N(C)C)=O)C>[C:41]([C:18]1[CH:19]=[C:20]([CH2:27][CH2:28][CH2:29][O:10][CH2:9][CH2:8][CH2:7][C:3]2[CH:2]=[N:1][CH:6]=[CH:5][CH:4]=2)[CH:21]=[C:22]([C:23]([CH3:26])([CH3:25])[CH3:24])[C:17]=1[OH:16])([CH3:43])([CH3:44])[CH3:42] |f:1.2|. Procedure details: A solution of 3.66 g (26.68 mmol) of 3-(3-pyridyl)propanol in 30 ml anhydrous THF and 3.5 ml dry HMPA is added via syringe to a stirred suspension of 2.56 g (60% oil dispersion, 53.33 mmol) of NaH in 35 ml of anhydrous THF under an inert atmosphere at O° C., followed by a 2 h period at reflux. The sodium alcoholate solution is then recooled to 0° C. and 10.68 g (23.19 mmol) of 3-(4-acetoxy-3,5-di-tert-butylphenyl)-1-(tosyloxy)propane, dissolved in 35 ml of anhydrous THF, is added, fo-Wowed by re... Procedure details: Wang iodopolystyrene (100 mg), synthesized as described in Example 1, was dissolved in a solvent mixture of DMF/distilled water/TEA (9:1:1) (5 mL) and allowed to swell for 30 minutes at room temperature. 1,5-decadiyne (100 mg) in DMF (2 mL) was added to the polymer bead suspension. Potassium carbonate (50 mg, 0.36 mm) and tetrabutylammonium bromide (50 mg, 0.16 mM) were then added and the suspension was stirred under argon atmosphere for 30 minutes. Tetrakis (triphenylphosphine) palladium (O) (2... Yields the product C#CCCC#CCCCC (1,5-decadiyne). The solvent is CN(C)C=O (DMF). Reaction SMILES: [CH2:1]=[CH:2][C:3]1[CH:8]=[CH:7][CH:6]=[CH:5][CH:4]=1.[CH2:9]=[CH:10]C1C=CC(C=C)=CC=1.C1C=CC(I)=CC=1.C#C>CN(C=O)C>[CH:9]#[C:10][CH2:4][CH2:5][C:6]#[C:7][CH2:8][CH2:3][CH2:2][CH3:1] |f:0.1.2|. Reaction conditions: temperature 80 celsius, time 30 minute. The reactants are C=CC1=CC=CC=C1.C=CC1=CC=C(C=C1)C=C.C1=CC=C(C=C1)I (iodopolystyrene), C#C (acetylene). Reactants: CN(C)C=O, [Cl-], COc1c(Cl)cc(C(=O)N2CSc3ccccc32)cc1C#N, Cl, [Li+]. Yields the product N#Cc1cc(C(=O)N2CSc3ccccc32)cc(Cl)c1O. RXN SMILES: [CH3:26][N:27]([CH3:28])[CH:29]=[O:30].[Cl-:24].[Cl:1][c:2]1[cH:3][c:4]([C:5](=[O:6])[N:7]2[CH2:8][S:9][c:10]3[c:11]2[cH:12][cH:13][cH:14][cH:15]3)[cH:16][c:17]([C:21]#[N:22])[c:18]1[O:19][CH3:20].[ClH:25].[Li+:23]>>[Cl:1][c:2]1[cH:3][c:4]([C:5](=[O:6])[N:7]2[CH2:8][S:9][c:10]3[c:11]2[cH:12][cH:13][cH:14][cH:15]3)[cH:16][c:17]([C:21]#[N:22])[c:18]1[OH:19]. Reaction conditions: time 16 hour. RXN SMILES: C[Si](C)(C)CCOC[N:7]([CH2:50]OCC[Si](C)(C)C)[C:8]1[N:13]2[N:14]=[CH:15][C:16]([C:17]3[CH:18]=[N:19][C:20]([C:23]4[CH:28]=[CH:27][CH:26]=[CH:25][CH:24]=4)=[CH:21][CH:22]=3)=[C:12]2[N:11]=[C:10]([CH:29]2[CH2:36][CH:35]3[N:37](C(OC(C)(C)C)=O)[CH:31]([CH2:32][O:33][CH2:34]3)[CH2:30]2)[C:9]=1[C:45]([O:47]CC)=[CH2:46]>C(O)(C(F)(F)F)=O>[CH:31]12[NH:37][CH:35]([CH2:36][CH:29]([C:10]3[C:9]4[C:45](=[O:47])[CH2:46][CH2:50][NH:7][C:8]=4[N:13]4[N:14]=[CH:15][C:16]([C:17]5[CH:18]=[N:19][C:20]([C:23]6[CH:24]=[CH:25][CH:26]=[CH:27][CH:28]=6)=[CH:21][CH:22]=5)=[C:12]4[N:11]=3)[CH2:30]1)[CH2:34][O:33][CH2:32]2. The reactants are C[Si](CCOCN(C1=C(C(=NC=2N1N=CC2C=2C=NC(=CC2)C2=CC=CC=C2)C2CC1COCC(C2)N1C(=O)OC(C)(C)C)C(=C)OCC)COCC[Si](C)(C)C)(C)C (tert-butyl 7-(7-(bis((2-(trimethylsilyl)ethoxy)methyl)amino)-6-(1-ethoxyvinyl)-3-(6-phenylpyridin-3-yl)pyrazolo[1,5-a]pyrimidin-5-yl)-3-oxa-9-azabicyclo[3.3.1]nonane-9-carboxylate). Solvent: C(=O)(C(F)(F)F)O (TFA). The product is C12COCC(CC(C1)C1=NC=3N(C4=C1C(CCN4)=O)N=CC3C=3C=NC(=CC3)C3=CC=CC=C3)N2 (5-(3-oxa-9-azabicyclo[3.3.1]nonan-7-yl)-3-(6-phenylpyridin-3-yl)-8,9-dihydropyrazolo[1,5-a]pyrido[3,2-e]pyrimidin-6(7H)-one). Procedure: tert-butyl 7-(7-(bis((2-(trimethylsilyl)ethoxy)methyl)amino)-6-(1-ethoxyvinyl)-3-(6-phenylpyridin-3-yl)pyrazolo[1,5-a]pyrimidin-5-yl)-3-oxa-9-azabicyclo[3.3.1]nonane-9-carboxylate was treated with anhydrous TFA (10 mL) at rt and the mixture was stirred for 16 h. Then the solvent was evaporated off under reduced pressure and the material was lyophilized from acetonitrile:water (3:1) to give compound 5-(3-oxa-9-azabicyclo[3.3.1]nonan-7-yl)-3-(6-phenylpyridin-3-yl)-8,9-dihydropyrazolo[1,5-a]pyrido[... The reactants are ClC1=C(C(=NC2=CC(=CC(=C12)F)F)N1CCCCC1)C (4-chloro-5,7-difluoro-3-methyl-2-(piperidin-1-yl)quinoline), O1CCN(CC1)C1=C(N)C=C(C=C1)N1CCOCC1 (2,5-dimorpholinoaniline). Run in C1(=CC=CC=C1)C (toluene). The product is N1(CCOCC1)C1=C(C=C(C=C1)N1CCOCC1)NC1=C(C(=NC2=CC(=CC(=C12)F)F)N1CCCCC1)C (N-(2,5-di-4-morpholinylphenyl)-5,7-difluoro-3-methyl-2-(1-piperidinyl)-4-quinolinamine). RXN SMILES: Cl[C:2]1[C:11]2[C:6](=[CH:7][C:8]([F:13])=[CH:9][C:10]=2[F:12])[N:5]=[C:4]([N:14]2[CH2:19][CH2:18][CH2:17][CH2:16][CH2:15]2)[C:3]=1[CH3:20].[O:21]1[CH2:26][CH2:25][N:24]([C:27]2[CH:33]=[CH:32][C:31]([N:34]3[CH2:39][CH2:38][O:37][CH2:36][CH2:35]3)=[CH:30][C:28]=2[NH2:29])[CH2:23][CH2:22]1>C1(C)C=CC=CC=1>[N:24]1([C:27]2[CH:33]=[CH:32][C:31]([N:34]3[CH2:35][CH2:36][O:37][CH2:38][CH2:39]3)=[CH:30][C:28]=2[NH:29][C:2]2[C:11]3[C:6](=[CH:7][C:8]([F:13])=[CH:9][C:10]=3[F:12])[N:5]=[C:4]([N:14]3[CH2:19][CH2:18][CH2:17][CH2:16][CH2:15]3)[C:3]=2[CH3:20])[CH2:25][CH2:26][O:21][CH2:22][CH2:23]1. Reported procedure: Essentially prepared according to Procedure H using 4-chloro-5,7-difluoro-3-methyl-2-(piperidin-1-yl)quinoline (34.0 mg, 0.120 mmol) and 2,5-dimorpholinoaniline in toluene to give N-(2,5-di-4-morpholinylphenyl)-5,7-difluoro-3-methyl-2-(1-piperidinyl)-4-quinolinamine. 1H NMR (CDCl3) δ ppm 7.97 (1H, d, J=7.6 Hz), 7.08 (1H, d, J=8.6 Hz), 6.67-6.82 (1H, m), 6.45 (1H, d, J=9.6 Hz), 6.06 (1H, d, J=2.2 Hz), 3.88 (4H, t, J=4.3 Hz), 3.70-3.82 (4H, m), 3.36 (4H, br. s.), 2.96-3.24 (4H, m), 2.70-2.97 (4H, ...